This data is from the Open Reaction Database (ORD), a public repository of structured organic reaction records. The task is: describe an organic reaction: reactants, conditions, products, and yield Reactants: C[P+](C)(C)CC#N, CCC#N, CCNC(=O)c1ccc(N2CCNCC2)c(F)c1, CS(C)=O, CCN(C(C)C)C(C)C, Cl, [I-], O=C1Nc2cc(CO)cnc2N2CCSCC12. The product is CCNC(=O)c1ccc(N2CCN(Cc3cnc4c(c3)NC(=O)C3CSCCN43)CC2)c(F)c1. As a reaction SMILES: [C:19]([CH2:20][P+:21]([CH3:22])([CH3:23])[CH3:24])#[N:25].[C:54](#[N:55])[CH2:56][CH3:57].[CH2:27]([CH3:28])[NH:29][C:30]([c:31]1[cH:32][c:33]([F:43])[c:34]([N:37]2[CH2:38][CH2:39][NH:40][CH2:41][CH2:42]2)[cH:35][cH:36]1)=[O:44].[CH3:58][S:59]([CH3:60])=[O:61].[CH:45]([N:46]([CH2:47][CH3:48])[CH:49]([CH3:50])[CH3:51])([CH3:52])[CH3:53].[ClH:26].[I-:18].[OH:1][CH2:2][c:3]1[cH:4][c:5]2[c:10]([n:11][cH:12]1)[N:9]1[CH:8]([C:7](=[O:17])[NH:6]2)[CH2:16][S:15][CH2:14][CH2:13]1>>[CH2:2]([c:3]1[cH:4][c:5]2[c:10]([n:11][cH:12]1)[N:9]1[CH:8]([C:7](=[O:17])[NH:6]2)[CH2:16][S:15][CH2:14][CH2:13]1)[N:40]1[CH2:39][CH2:38][N:37]([c:34]2[c:33]([F:43])[cH:32][c:31]([C:30]([NH:29][CH2:27][CH3:28])=[O:44])[cH:36][cH:35]2)[CH2:42][CH2:41]1. The reactants are CON(C)C(=O)Cl, Cl, Nc1ccc(OCc2ccc(F)cc2)cc1, O, c1ccncc1, c1ccccc1, c1ccncc1. Product: CON(C)C(=O)Nc1ccc(OCc2ccc(F)cc2)cc1. As a reaction SMILES: [CH3:17][N:18]([C:19](=[O:20])[Cl:21])[O:22][CH3:23].[ClH:30].[F:1][c:2]1[cH:3][cH:4][c:5]([CH2:6][O:7][c:8]2[cH:9][cH:10][c:11]([NH2:12])[cH:13][cH:14]2)[cH:15][cH:16]1.[OH2:43].[cH:24]1[cH:25][cH:26][n:27][cH:28][cH:29]1.[cH:37]1[cH:38][cH:39][cH:40][cH:41][cH:42]1.[n:31]1[cH:32][cH:33][cH:34][cH:35][cH:36]1>>[F:1][c:2]1[cH:3][cH:4][c:5]([CH2:6][O:7][c:8]2[cH:9][cH:10][c:11]([NH:12][C:19]([N:18]([CH3:17])[O:22][CH3:23])=[O:20])[cH:13][cH:14]2)[cH:15][cH:16]1. The product is Nc1cc(F)c(N2CCS(=O)(=O)CC2)c(F)c1. Starting materials: O=[N+]([O-])c1cc(F)c(N2CCS(=O)(=O)CC2)c(F)c1, [H][H], C1CCOC1. As a reaction SMILES: [F:1][c:2]1[c:3]([N:12]2[CH2:13][CH2:14][S:15](=[O:18])(=[O:19])[CH2:16][CH2:17]2)[c:4]([F:11])[cH:5][c:6]([N+:8]([O-:9])=[O:10])[cH:7]1.[H:20][H:21].[O:22]1[CH2:23][CH2:24][CH2:25][CH2:26]1>>[F:1][c:2]1[c:3]([N:12]2[CH2:13][CH2:14][S:15](=[O:18])(=[O:19])[CH2:16][CH2:17]2)[c:4]([F:11])[cH:5][c:6]([NH2:8])[cH:7]1. Reactants: CN(S(=O)(=O)C=1C=2C3=C(C(NC3=CC1)=S)C=CC2)C (1,2-dihydro-N,N-dimethyl-2-thioxobenz(cd)indole-6-sulfonamide), N1(C=NC=C1)C(CCN)C (3-(1H-imidazol-l-yl)butanamine), mercuric acetate. Solvent: C(C)O (ethanol). Yields the product N1(C=NC=C1)C(CCNC1=NC2=CC=C(C=3C2=C1C=CC3)S(=O)(=O)N(C)C)C (2-((3-(1H-imidazol-l-yl)butyl)amino)N,N-dimethylbenz(cd)indol-6-sulfonamid). The yield is 55.4%. As a reaction SMILES: [CH3:1][N:2]([CH3:19])[S:3]([C:6]1[C:7]2[C:8]3[C:12](=[CH:13][CH:14]=1)[NH:11][C:10](=S)[C:9]=3[CH:16]=[CH:17][CH:18]=2)(=[O:5])=[O:4].[N:20]1([CH:25]([CH3:29])[CH2:26][CH2:27][NH2:28])[CH:24]=[CH:23][N:22]=[CH:21]1>C(O)C>[N:20]1([CH:25]([CH3:29])[CH2:26][CH2:27][NH:28][C:10]2[C:9]3[CH:16]=[CH:17][CH:18]=[C:7]4[C:8]=3[C:12](=[CH:13][CH:14]=[C:6]4[S:3]([N:2]([CH3:19])[CH3:1])(=[O:5])=[O:4])[N:11]=2)[CH:24]=[CH:23][N:22]=[CH:21]1. Reported procedure: A mixture of 7.3 g of 1,2-dihydro-N,N-dimethyl-2-thioxobenz(cd)indole-6-sulfonamide, 4.2 g of 3-(1H-imidazol-l-yl)butanamine, 150 ml of ethanol and 9.6 g of mercuric acetate was reacted as described in Example 1, giving 5.5 g of the desired product, mp 221° C.-222° C. Reactants: COC1=C(CN2N=C(C=C2)C2=CN(C=3N=CN=C(C32)N[C@@H](C)C3=NN2C(C(N3C3=CC=CC=C3)=O)=C(C=C2)C)COCC[Si](C)(C)C)C=CC=C1 ((S)-2-(1-((5-(1-(2-Methoxybenzyl)-1H-pyrazol-3-yl)-7-((2-(trimethylsilyl)ethoxy)methyl)-7H-pyrrolo[2,3-d]pyrimidin-4-yl)amino)ethyl)-5-methyl-3-phenylpyrrolo[2,1-f][1,2,4]triazin-4(3H)-one), FC(C(=O)O)(F)F (trifluoroacetic acid), N (ammonia). Isolated yield 105.0%. Reaction SMILES: [CH3:1][O:2][C:3]1[CH:51]=[CH:50][CH:49]=[CH:48][C:4]=1[CH2:5][N:6]1[CH:10]=[CH:9][C:8]([C:11]2[C:19]3[C:18]([NH:20][C@H:21]([C:23]4[N:28]([C:29]5[CH:34]=[CH:33][CH:32]=[CH:31][CH:30]=5)[C:27](=[O:35])[C:26]5=[C:36]([CH3:39])[CH:37]=[CH:38][N:25]5[N:24]=4)[CH3:22])=[N:17][CH:16]=[N:15][C:14]=3[N:13](COCC[Si](C)(C)C)[CH:12]=2)=[N:7]1.FC(F)(F)C(O)=O.N>>[CH3:1][O:2][C:3]1[CH:51]=[CH:50][CH:49]=[CH:48][C:4]=1[CH2:5][N:6]1[CH:10]=[CH:9][C:8]([C:11]2[C:19]3[C:18]([NH:20][C@H:21]([C:23]4[N:28]([C:29]5[CH:34]=[CH:33][CH:32]=[CH:31][CH:30]=5)[C:27](=[O:35])[C:26]5=[C:36]([CH3:39])[CH:37]=[CH:38][N:25]5[N:24]=4)[CH3:22])=[N:17][CH:16]=[N:15][C:14]=3[NH:13][CH:12]=2)=[N:7]1. Product: COC1=C(CN2N=C(C=C2)C2=CNC=3N=CN=C(C32)N[C@@H](C)C3=NN2C(C(N3C3=CC=CC=C3)=O)=C(C=C2)C)C=CC=C1 ((S)-2-(1-((5-(1-(2-Methoxybenzyl)-1H-pyrazol-3-yl)-7H-pyrrolo[2,3-d]pyrimidin-4-yl)amino)ethyl)-5-methyl-3-phenylpyrrolo[2,1-f][1,2,4]triazin-4(3H)-one). Procedure: (S)-2-(1-((5-(1-(2-Methoxybenzyl)-1H-pyrazol-3-yl)-7-((2-(trimethylsilyl)ethoxy)methyl)-7H-pyrrolo[2,3-d]pyrimidin-4-yl)amino)ethyl)-5-methyl-3-phenylpyrrolo[2,1-f][1,2,4]triazin-4(3H)-one (16 mg, 0.02 mmol) was treated with trifluoroacetic acid (500 μl, 6.49 mmol) and a solution of ammonia (7N in methanol, 500 μl, 3.50 mmol) according to the method described in Example 27 to obtain 12 mg (87% yield) of the title compound without further purification. Reactants: ClC1=C(C#N)C(=CC=N1)C1=CC=C(C=C1)O (2-chloro-4-(4-hydroxyphenyl)nicotinonitrile), C1(=CC=CC=C1)B(O)O (phenylboronic acid). Product: ClC1=C(C#N)C(=CC=N1)C1=CC=C(C=C1)OC1=CC=CC=C1 (2-chloro-4-(4-phenoxyphenyl)nicotinonitrile). Yield: 90.0%. Reaction SMILES: [Cl:1][C:2]1[N:9]=[CH:8][CH:7]=[C:6]([C:10]2[CH:15]=[CH:14][C:13]([OH:16])=[CH:12][CH:11]=2)[C:3]=1[C:4]#[N:5].[C:17]1(B(O)O)[CH:22]=[CH:21][CH:20]=[CH:19][CH:18]=1>>[Cl:1][C:2]1[N:9]=[CH:8][CH:7]=[C:6]([C:10]2[CH:15]=[CH:14][C:13]([O:16][C:17]3[CH:22]=[CH:21][CH:20]=[CH:19][CH:18]=3)=[CH:12][CH:11]=2)[C:3]=1[C:4]#[N:5]. Procedure: Following conditions described in Step 1 of Example 3, 2-chloro-4-(4-hydroxyphenyl)nicotinonitrile was reacted with phenylboronic acid to give 2-chloro-4-(4-phenoxyphenyl)nicotinonitrile (60 mg, 90% yield). 1H NMR (500 MHz, CDCl3) 8 ppm 8.56 (1H, δ, J=5.22 Hz), 7.53-7.67 (2H, m), 7.37-7.49 (3H, m), 7.22 (1H, t, J=7.42 Hz), 7.09-7.16 (4H, m); MS (ES+) m/z: 307 (M+H); LC retention time: 3.863 min (analytical HPLC Method A).